Dataset: the Open Reaction Database (ORD), a public repository of structured organic reaction records. Task: describe an organic reaction: reactants, conditions, products, and yield Reactants: ClC1=NC=C(C(=N1)NC1=C(OCC#N)C=CC=C1)Cl ([2-(2,5-Dichloro-pyrimidin-4-ylamino)-phenoxy]-acetonitrile), NC1=CC2=C(CCCC(N2CC)=O)C=C1 (8-Amino-1-ethyl-1,3,4,5-tetrahydro-1-benzazepin-2-one). The product is ClC=1C(=NC(=NC1)NC1=CC2=C(CCCC(N2CC)=O)C=C1)NC1=C(OCC#N)C=CC=C1 ({2-[5-Chloro-2-(1-ethyl-2-oxo-2,3,4,5-tetrahydro-1H-1-benzazepin-8-ylamino)-pyrimidin-4-ylamino]-phenoxy}-acetonitrile), Title compound. As a reaction SMILES: Cl[C:2]1[N:7]=[C:6]([NH:8][C:9]2[CH:18]=[CH:17][CH:16]=[CH:15][C:10]=2[O:11][CH2:12][C:13]#[N:14])[C:5]([Cl:19])=[CH:4][N:3]=1.[NH2:20][C:21]1[CH:34]=[CH:33][C:24]2[CH2:25][CH2:26][CH2:27][C:28](=[O:32])[N:29]([CH2:30][CH3:31])[C:23]=2[CH:22]=1>>[Cl:19][C:5]1[C:6]([NH:8][C:9]2[CH:18]=[CH:17][CH:16]=[CH:15][C:10]=2[O:11][CH2:12][C:13]#[N:14])=[N:7][C:2]([NH:20][C:21]2[CH:34]=[CH:33][C:24]3[CH2:25][CH2:26][CH2:27][C:28](=[O:32])[N:29]([CH2:30][CH3:31])[C:23]=3[CH:22]=2)=[N:3][CH:4]=1. Reported procedure: {2-[5-Chloro-2-(1-ethyl-2-oxo-2,3,4,5-tetrahydro-1H-1-benzazepin-8-ylamino)-pyrimidin-4-ylamino]-phenoxy}-acetonitrile was prepared from [2-(2,5-Dichloro-pyrimidin-4-ylamino)-phenoxy]-acetonitrile and 8-Amino-1-ethyl-1,3,4,5-tetrahydro-1-benzazepin-2-one in an analogous manner to Example 12211d. (120° C., 20 min) Title compound was isolated as a white foam: 67 mg (61%) after silica gel chromatography (ISCO 12 g, 0-100% EtOAc in hexanes). HPLC purity 88%, LCMS 463.24 (M+H), 1H-NMR (CDCl3, 400 MHz... Starting materials: C(=O)([O-])[O-].[K+].[K+] (K2CO3), ClC1=CC=C(C=C1)C1=C(C=2N(C=N1)C(NN2)=O)C2=CC=CC=C2 (7-(4-chlorophenyl)-8-phenyl-[1,2,4]triazolo[4,3-c]pyrimidin-3(2H)-one), ClC1=CC=C(C=C1)C1=C(C(=NC=N1)NNC(=O)OC(Cl)(Cl)Cl)C1=CC=CC=C1 (trichloromethyl 2-(6-(4-chlorophenyl)-5-phenylpyrimidin-4-yl)hydrazinecarboxylate), BrCC1=CC=C(C=C1)C1=CC=NO1 (5-(4-(bromomethyl)phenyl)isoxazole). Solvent: CC(=O)C (acetone). Conditions: temperature 60 celsius. The product is O1N=CC=C1C1=CC=C(CN2N=C3N(C=NC(=C3C3=CC=CC=C3)C3=CC=C(C=C3)Cl)C2=O)C=C1 (2-(4-(isoxazol-5-yl)benzyl)-7-(4-chlorophenyl)-8-phenyl-[1,2,4]triazolo[4,3-c]pyrimidin-3(2H)-one). RXN SMILES: [Cl:1][C:2]1[CH:7]=[CH:6][C:5]([C:8]2[N:13]=[CH:12][N:11]3[C:14](=[O:17])[NH:15][N:16]=[C:10]3[C:9]=2[C:18]2[CH:23]=[CH:22][CH:21]=[CH:20][CH:19]=2)=[CH:4][CH:3]=1.ClC1C=CC(C2N=CN=C(NNC(OC(Cl)(Cl)Cl)=O)C=2C2C=CC=CC=2)=CC=1.Br[CH2:53][C:54]1[CH:59]=[CH:58][C:57]([C:60]2[O:64][N:63]=[CH:62][CH:61]=2)=[CH:56][CH:55]=1.C([O-])([O-])=O.[K+].[K+]>CC(C)=O>[O:64]1[C:60]([C:57]2[CH:58]=[CH:59][C:54]([CH2:53][N:15]3[C:14](=[O:17])[N:11]4[CH:12]=[N:13][C:8]([C:5]5[CH:4]=[CH:3][C:2]([Cl:1])=[CH:7][CH:6]=5)=[C:9]([C:18]5[CH:23]=[CH:22][CH:21]=[CH:20][CH:19]=5)[C:10]4=[N:16]3)=[CH:55][CH:56]=2)=[CH:61][CH:62]=[N:63]1 |f:3.4.5|. Procedure details: To a stirred solution of 7-(4-chlorophenyl)-8-phenyl-[1,2,4]triazolo[4,3-c]pyrimidin-3(2H)-one and/or trichloromethyl 2-(6-(4-chlorophenyl)-5-phenylpyrimidin-4-yl)hydrazinecarboxylate (16.0 mg, 0.05 mmol) in acetone (5 mL) at room temperature under argon was added 5-(4-(bromomethyl)phenyl)isoxazole (23.8 mg, 0.10 mmol), followed by K2CO3 (13.8 mg, 0.10 mmol). The resulting mixture was heated at 60° C. for 17 h. Insoluble material was filtered and rinsed with CH2Cl2. The filtrate was concentrated... Reactants: Al2O3, O=[Al-]=O.[Na+] (sodium aluminate), [O-]S(=O)(=O)[O-].[O-]S(=O)(=O)[O-].[Al+3].[K+] (Alum), [O-]S(=O)(=O)[O-].[O-]S(=O)(=O)[O-].[Al+3].[K+] (Alum). The solvent is O (water), O (water). Yields the product S(=O)(=O)([O-])[O-].[Al+3].S(=O)(=O)([O-])[O-].S(=O)(=O)([O-])[O-].[Al+3] (aluminum sulphate). As a reaction SMILES: [O-:1][S:2]([O-:5])(=[O:4])=[O:3].[O-:6][S:7]([O-:10])(=[O:9])=[O:8].[Al+3:11].[K+].O=[Al-:14]=O.[Na+]>O>[S:2]([O-:5])([O-:4])(=[O:3])=[O:1].[Al+3:14].[S:7]([O-:10])([O-:9])(=[O:8])=[O:6].[S:2]([O-:5])([O-:4])(=[O:3])=[O:1].[Al+3:11] |f:0.1.2.3,4.5,7.8.9.10.11|. Procedure details: 284 parts water were added to 244 parts of liquid Alum and cooled to 15° C. liquid sodium aluminate (24% al2O3) 135 parts diluted with 143 parts water was then added over one half hour to a pH of 6.1, the gel was mixed for one half hour under high shear. Alum liquid 456 parts, was then added and the temperature slowly raised over 11/2 hour to 58° C. and held at 58° C. for an additional 11/2 hour. Upon clearing the product was cooled and contained Al2O3 7.0% (partial increase due to evaporation l... Reactants: IC=1C=C2C(C(NC2=CC1)=O)=O (5-iodo-1H-indole-2,3dione), [N+](=O)([O-])C1=C(C(=O)NN)C=CC=C1 (2-nitrobenzohydrazide). Run in C(C)(=O)O (acetic acid). Reaction conditions: temperature 100 celsius. Product: [N+](=O)([O-])C1=C(C(=O)NN=C2C(NC3=CC=C(C=C23)I)=O)C=CC=C1 (2-nitro-N′-(5-iodo-2-oxo-1,2-dihydro-3H-indol-3-ylidene)benzohydrazide). Isolated yield 73.0%. As a reaction SMILES: [I:1][C:2]1[CH:3]=[C:4]2[C:8](=[CH:9][CH:10]=1)[NH:7][C:6](=[O:11])[C:5]2=O.[N+:13]([C:16]1[CH:25]=[CH:24][CH:23]=[CH:22][C:17]=1[C:18]([NH:20][NH2:21])=[O:19])([O-:15])=[O:14]>C(O)(=O)C>[N+:13]([C:16]1[CH:25]=[CH:24][CH:23]=[CH:22][C:17]=1[C:18]([NH:20][N:21]=[C:5]1[C:4]2[C:8](=[CH:9][CH:10]=[C:2]([I:1])[CH:3]=2)[NH:7][C:6]1=[O:11])=[O:19])([O-:15])=[O:14]. Procedure: Following the general method as outlined in Example 1, into a suspension of 5-iodo-1H-indole-2,3dione in acetic acid was added 2-nitrobenzohydrazide. After stirring at 100° C., the reaction mixture was cooled to rt and a yellow solid precipitated out. Filtration on a fritté, washing with AcOH, water and drying under vacuo at 60° C. overnight gave 159 mg of the title compound (73%) as a yellow solid in 99.2% purity by HPLC (Rt: 5.67, gradient of 10 min, MaxPlot detection between 230 and 400 nm). Reactants: COC1=C2CC(CC2=C(C(=C1OC)OC)OC)CCCCCCCCO (8-(4,5,6,7-tetramethoxyindan-2-yl)octanol), C(C)N=C=O (ethyl isocyanate). Reagents/catalysts: N1=CC=CC=C1 (pyridine). Run in C1CCOC1 (THF). Run at temperature 40 celsius, time 12 hour. The product is C(C)NC(OCCCCCCCCC1CC2=C(C(=C(C(=C2C1)OC)OC)OC)OC)=O (8-(4,5,6,7-Tetramethoxyindan-2-yl)octyl N-ethylcarbamate). As a reaction SMILES: [CH3:1][O:2][C:3]1[C:11]([O:12][CH3:13])=[C:10]([O:14][CH3:15])[C:9]([O:16][CH3:17])=[C:8]2[C:4]=1[CH2:5][CH:6]([CH2:18][CH2:19][CH2:20][CH2:21][CH2:22][CH2:23][CH2:24][CH2:25][OH:26])[CH2:7]2.[CH2:27]([N:29]=[C:30]=[O:31])[CH3:28]>C1COCC1.N1C=CC=CC=1>[CH2:27]([NH:29][C:30](=[O:31])[O:26][CH2:25][CH2:24][CH2:23][CH2:22][CH2:21][CH2:20][CH2:19][CH2:18][CH:6]1[CH2:7][C:8]2[C:4](=[C:3]([O:2][CH3:1])[C:11]([O:12][CH3:13])=[C:10]([O:14][CH3:15])[C:9]=2[O:16][CH3:17])[CH2:5]1)[CH3:28]. Reported procedure: To a solution of 8-(4,5,6,7-tetramethoxyindan-2-yl)octanol (1.20 g) and ethyl isocyanate (0.517 ml) in THF (12 ml) was added one drop of pyridine. After being stirred for 12 hr at 40° C., the reaction mixture was concentrated in vacuo. The residue was purified by silica gel column chromatography (hexane:ethyl acetate=2:1) to yield the entitled compound (1.42 g) as crystals. The reactants are CC1=CC=C(OC2=C(C=CC(=C2)Cl)CC(=O)OC)C=C1 (methyl 2-(4-methylphenoxy)-4-chlorophenylacetate), C1CC(=O)N(C1=O)Br (NBS), CC(C)(C#N)N=NC(C)(C)C#N (AIBN). The solvent is C(Cl)(Cl)(Cl)Cl (CCl4). Yields the product BrCC1=CC=C(OC2=C(C=CC(=C2)Cl)CC(=O)OC)C=C1 (methyl 2-(4-bromomethylphenoxy)-4-chlorophenylacetate). Yield: 52.7%. RXN SMILES: [CH3:1][C:2]1[CH:20]=[CH:19][C:5]([O:6][C:7]2[CH:12]=[C:11]([Cl:13])[CH:10]=[CH:9][C:8]=2[CH2:14][C:15]([O:17][CH3:18])=[O:16])=[CH:4][CH:3]=1.C1C(=O)N([Br:28])C(=O)C1.CC(N=NC(C#N)(C)C)(C#N)C>C(Cl)(Cl)(Cl)Cl>[Br:28][CH2:1][C:2]1[CH:20]=[CH:19][C:5]([O:6][C:7]2[CH:12]=[C:11]([Cl:13])[CH:10]=[CH:9][C:8]=2[CH2:14][C:15]([O:17][CH3:18])=[O:16])=[CH:4][CH:3]=1. Reported procedure: A solution of the product of Step B (200 mg, 0.690 mmol), NBS (117 mg, 0.95 eq) and AIBN (10 mg, catalytic amount) in CCl4 (5 mL) was heated at reflux for 2 hours and then cooled and concentrated in vacuo. The residue was purified on a silica gel flash chromatography column (30×130 mm) eluted with 5% ethyl acetate/hexane to yield 128 mg (50%) of the title compound. Reactants: C(CCCCC)OC1=C(C=C(C(=C1)OCCCCCC)C12CC3CC(CC(C1)C3)C2)C#C (2,4-dihexyloxy-5-(1-adamantyl)phenylacetylene), IC1=CC=C(C(=O)OC)C=C1 (methyl 4-iodobenzoate). The reagents and catalysts are [Cu](I)I (copper iodide), Cl[Pd]([P](C1=CC=CC=C1)(C2=CC=CC=C2)C3=CC=CC=C3)([P](C4=CC=CC=C4)(C5=CC=CC=C5)C6=CC=CC=C6)Cl (bis(triphenylphosphine)-palladium(II) chloride). Run in C(C)N(CC)CC (triethylamine). The product is C(CCCCC)OC1=C(C=C(C(=C1)OCCCCCC)C12CC3CC(CC(C1)C3)C2)C#CC2=CC=C(C(=O)OC)C=C2 (methyl 4-[2-hexyloxy-5-(1-adamantyl)-4-hexyloxyphenylethynyl]benzoate). Reaction SMILES: [CH2:1]([O:7][C:8]1[CH:13]=[C:12]([O:14][CH2:15][CH2:16][CH2:17][CH2:18][CH2:19][CH3:20])[C:11]([C:21]23[CH2:30][CH:25]4[CH2:26][CH:27]([CH2:29][CH:23]([CH2:24]4)[CH2:22]2)[CH2:28]3)=[CH:10][C:9]=1[C:31]#[CH:32])[CH2:2][CH2:3][CH2:4][CH2:5][CH3:6].I[C:34]1[CH:43]=[CH:42][C:37]([C:38]([O:40][CH3:41])=[O:39])=[CH:36][CH:35]=1>[Cu](I)I.Cl[Pd](Cl)([P](C1C=CC=CC=1)(C1C=CC=CC=1)C1C=CC=CC=1)[P](C1C=CC=CC=1)(C1C=CC=CC=1)C1C=CC=CC=1.C(N(CC)CC)C>[CH2:1]([O:7][C:8]1[CH:13]=[C:12]([O:14][CH2:15][CH2:16][CH2:17][CH2:18][CH2:19][CH3:20])[C:11]([C:21]23[CH2:22][CH:23]4[CH2:29][CH:27]([CH2:26][CH:25]([CH2:24]4)[CH2:30]2)[CH2:28]3)=[CH:10][C:9]=1[C:31]#[C:32][C:34]1[CH:43]=[CH:42][C:37]([C:38]([O:40][CH3:41])=[O:39])=[CH:36][CH:35]=1)[CH2:2][CH2:3][CH2:4][CH2:5][CH3:6] |^1:49,68|. Reported procedure: 1.8 g (4.1 mmol) of 2,4-dihexyloxy-5-(1-adamantyl)phenylacetylene, 1.2 g (4.5 mmol) of methyl 4-iodobenzoate and 15 ml of triethylamine were introduced into a three-necked flask. The reaction mixture was degassed with nitrogen for 15 min, 100 mg of copper iodide and 260 mg (0.37 mmol) of bis(triphenylphosphine)-palladium(II) chloride were added and stirring was carried out at room temperature for twelve hours. The reaction mixture was evaporated to dryness, the residue was taken up in water and ... Starting materials: C1(CCC1)C(=O)Cl (cyclobutanecarbonyl chloride), ClC1=C(CBr)C=CC=C1 (2-chlorobenzyl bromide), ClCCCC(=O)Cl (4-chlorobutyryl chloride), FC1=C(CBr)C=CC=C1 (2-fluorobenzyl bromide). Yields the product ClCCCC(CC1=C(C=CC=C1)Cl)=O (5-Chloro-1-(2-chlorophenyl)-2-pentanone). Yield: 79.0%. RXN SMILES: [Cl:1][C:2]1[CH:9]=[CH:8][CH:7]=[CH:6][C:3]=1[CH2:4]Br.[Cl:10][CH2:11][CH2:12][CH2:13][C:14](Cl)=[O:15].FC1C=CC=CC=1CBr.C1(C(Cl)=O)CCC1>>[Cl:10][CH2:11][CH2:12][CH2:13][C:14](=[O:15])[CH2:4][C:3]1[CH:6]=[CH:7][CH:8]=[CH:9][C:2]=1[Cl:1]. Procedure: Following a procedure similar to that described in Preparation 13, except that equivalent amounts of 2-chlorobenzyl bromide and 4-chlorobutyryl chloride were used in place of the 2-fluorobenzyl bromide and cyclobutanecarbonyl chloride, the title compound was obtained as a yellow oil in a yield of 79%. Starting materials: CC(=O)O[BH-](OC(C)=O)OC(C)=O, CC(=O)O, ClCCl, [Na+], O=Cc1ccccn1, Nc1nc(N2CCNCC2)nc2nc(-c3ccco3)nn12. Product: Nc1nc(N2CCN(Cc3ccccn3)CC2)nc2nc(-c3ccco3)nn12. Reaction SMILES: [C:30]([O:31][BH-:32]([O:33][C:34](=[O:35])[CH3:36])[O:37][C:38](=[O:39])[CH3:40])(=[O:41])[CH3:42].[CH3:47][C:48](=[O:49])[OH:50].[Cl:44][CH2:45][Cl:46].[Na+:43].[n:22]1[c:23]([CH:28]=[O:29])[cH:24][cH:25][cH:26][cH:27]1.[o:1]1[c:2](-[c:6]2[n:7][n:8]3[c:9]([n:10][c:11]([N:15]4[CH2:16][CH2:17][NH:18][CH2:19][CH2:20]4)[n:12][c:13]3[NH2:14])[n:21]2)[cH:3][cH:4][cH:5]1>>[o:1]1[c:2](-[c:6]2[n:7][n:8]3[c:9]([n:10][c:11]([N:15]4[CH2:16][CH2:17][N:18]([CH2:28][c:23]5[n:22][cH:27][cH:26][cH:25][cH:24]5)[CH2:19][CH2:20]4)[n:12][c:13]3[NH2:14])[n:21]2)[cH:3][cH:4][cH:5]1. The reactants are C(C)OC(COC1=C(C=C(C=C1)SC1=CC(=CC(=C1)OC1=CC(=CC=C1)C(F)(F)F)Br)C)=O ({4-[3-Bromo-5-(3-trifluoromethyl-phenoxy)phenylsulfanyl]-2-methyl-phenoxy}-acetic acid ethyl ester), C(C#C)N1CCOCC1 (4-prop-2-ynyl-morpholine), C(C)OC(COC1=C(C=C(C=C1)SC1=CC(=CC(=C1)C#CC1=CC=C(C=C1)CO)OCCC1=CC=C(C=C1)Cl)C)=O ({4-[3-[2-(4-Chloro-phenyl)-ethoxy]-5-(4-hydroxymethyl-phenylethynyl)-phenylsulfanyl]-2-methylphenoxy}-acetic acid ethyl ester). The product is C(C)OC(COC1=C(C=C(C=C1)SC1=CC(=CC(=C1)OC1=CC(=CC=C1)C(F)(F)F)C#CCN1CCOCC1)C)=O ({2-Methyl-4-[3-(3-morpholin-4-yl-prop-1-ynyl)-5-(3-trifluoromethylphenoxy)-phenylsulfanyl]-phenoxy}-acetic Acid Ethyl Ester). As a reaction SMILES: [CH2:1]([O:3][C:4](=[O:33])[CH2:5][O:6][C:7]1[CH:12]=[CH:11][C:10]([S:13][C:14]2[CH:19]=[C:18]([O:20][C:21]3[CH:26]=[CH:25][CH:24]=[C:23]([C:27]([F:30])([F:29])[F:28])[CH:22]=3)[CH:17]=[C:16](Br)[CH:15]=2)=[CH:9][C:8]=1[CH3:32])[CH3:2].[CH2:34]([N:37]1[CH2:42][CH2:41][O:40][CH2:39][CH2:38]1)[C:35]#[CH:36].C(OC(=O)COC1C=CC(SC2C=C(C#CC3C=CC(CO)=CC=3)C=C(OCCC3C=CC(Cl)=CC=3)C=2)=CC=1C)C>>[CH2:1]([O:3][C:4](=[O:33])[CH2:5][O:6][C:7]1[CH:12]=[CH:11][C:10]([S:13][C:14]2[CH:19]=[C:18]([O:20][C:21]3[CH:26]=[CH:25][CH:24]=[C:23]([C:27]([F:30])([F:29])[F:28])[CH:22]=3)[CH:17]=[C:16]([C:36]#[C:35][CH2:34][N:37]3[CH2:42][CH2:41][O:40][CH2:39][CH2:38]3)[CH:15]=2)=[CH:9][C:8]=1[CH3:32])[CH3:2]. Procedure: The title product was prepared from {4-[3-Bromo-5-(3-trifluoromethyl-phenoxy)phenylsulfanyl]-2-methyl-phenoxy}-acetic acid ethyl ester (230 mg; 0.43 mmol) and 4-prop-2-ynyl-morpholine (159.5 mg; 1.28 mmol) applying the procedure described for {4-[3-[2-(4-Chloro-phenyl)-ethoxy]-5-(4-hydroxymethyl-phenylethynyl)-phenylsulfanyl]-2-methylphenoxy}-acetic acid ethyl ester. The crude product was purified by preparative HPLC (method A). Yield: 160 mg. HPLC-MS: m/z: 586.5 (M+H)+; Rt: 2.18 min